describe an organic reaction: reactants, conditions, products, and yield From a dataset of the Open Reaction Database (ORD), a public repository of structured organic reaction records. Reactants: C(C)[O-].[Na+] (sodium ethanolate), COC=1C=C(C=CC1OC)C1=NNC([C@H]2CCCC[C@@H]12)=O ((cis)-4-(3,4-Dimethoxyphenyl)-4a,5,6,7,8,8a-hexahydro-2H-phthalazin-1-one), BrC(C)C1=CC=CC=2NN=NC21 (1-bromoethylbenzotriazole), C(C1=CC=CC=C1)N1C([C@H]2CCCC[C@H]2C(=N1)C1=CC(=C(C=C1)OC)OC)=O ((cis)-2-Benzyl-4-(3,4-dimethoxyphenyl)-4a,5,6,7,8,8a-hexahydro-2H-phthalazin-1-one). Product: N1(N=NC2=C1C=CC=C2)CN2C([C@H]1CCCC[C@H]1C(=N2)C2=CC(=C(C=C2)OC)OC)=O ((cis)-2-(Benzotriazol-1-ylmethyl)-4-(3,4-dimethoxyphenyl)-4a,5,6,7,8,8a-hexahydro-2H-phthalazin-1-one). As a reaction SMILES: COC1C=C(C2[C@H]3[C@H](CCCC3)C(=O)NN=2)C=CC=1OC.BrC([C:25]1[C:33]2[N:32]=[N:31][NH:30][C:29]=2[CH:28]=[CH:27][CH:26]=1)C.[CH2:34]([N:41]1[N:50]=[C:49]([C:51]2[CH:56]=[CH:55][C:54]([O:57][CH3:58])=[C:53]([O:59][CH3:60])[CH:52]=2)[C@H:48]2[C@H:43]([CH2:44][CH2:45][CH2:46][CH2:47]2)[C:42]1=[O:61])C1C=CC=CC=1.C([O-])C.[Na+]>>[N:30]1([CH2:34][N:41]2[N:50]=[C:49]([C:51]3[CH:56]=[CH:55][C:54]([O:57][CH3:58])=[C:53]([O:59][CH3:60])[CH:52]=3)[C@H:48]3[C@H:43]([CH2:44][CH2:45][CH2:46][CH2:47]3)[C:42]2=[O:61])[C:29]2[CH:28]=[CH:27][CH:26]=[CH:25][C:33]=2[N:32]=[N:31]1 |f:3.4|. Procedure: Prepared from compound 1 and 1-bromoethylbenzotriazole as described for compound 78, using sodium ethanolate instead of sodium hydride. Purified by chromatography [ethyl acetate:petroleum ether (60°-95° C.)/1:2]. Crystallized from methanol. M.p. 173°-178° C.